Dataset: the Open Reaction Database (ORD), a public repository of structured organic reaction records. Task: describe an organic reaction: reactants, conditions, products, and yield The reactants are N1C=NC=C1 (imidazole), ClC=1N=C(C2=C(N1)SC1=C2CCCC1)NCC1=CC(=CC=C1)[N+](=O)[O-] (2-chloro-5,6,7,8-tetrahydro-4-(3-nitrobenzylamino)-[1]-benzothieno-[2,3-d]-pyrimidine). The product is N1(C=NC=C1)C=1N=C(C2=C(N1)SC1=C2CCCC1)NCC1=CC(=CC=C1)[N+](=O)[O-] (2-(imidazol-1-yl)-5,6,7,8-tetrahydro-4-(3-nitrobenzylamino)-[1]-benzothieno-[2,3-d]-pyrimidine). RXN SMILES: [NH:1]1[CH:5]=[CH:4][N:3]=[CH:2]1.Cl[C:7]1[N:8]=[C:9]([NH:20][CH2:21][C:22]2[CH:27]=[CH:26][CH:25]=[C:24]([N+:28]([O-:30])=[O:29])[CH:23]=2)[C:10]2[C:15]3[CH2:16][CH2:17][CH2:18][CH2:19][C:14]=3[S:13][C:11]=2[N:12]=1>>[N:1]1([C:7]2[N:8]=[C:9]([NH:20][CH2:21][C:22]3[CH:27]=[CH:26][CH:25]=[C:24]([N+:28]([O-:30])=[O:29])[CH:23]=3)[C:10]3[C:15]4[CH2:16][CH2:17][CH2:18][CH2:19][C:14]=4[S:13][C:11]=3[N:12]=2)[CH:5]=[CH:4][N:3]=[CH:2]1. Reported procedure: Following the procedure of Example 97, the reaction of imidazole with 2-chloro-5,6,7,8-tetrahydro-4-(3-nitrobenzylamino)-[1]-benzothieno-[2,3-d]-pyrimidine gives 2-(imidazol-1-yl)-5,6,7,8-tetrahydro-4-(3-nitrobenzylamino)-[1]-benzothieno-[2,3-d]-pyrimidine. Reactants: O=C(n1ccnc1)n1ccnc1, Nc1cc(OCc2ccccc2)c(C(=O)O)cc1Cl, NC1CN2CCC1CC2, C1CCOC1. The product is Nc1cc(OCc2ccccc2)c(C(=O)NC2CN3CCC2CC3)cc1Cl. As a reaction SMILES: [C:20]([n:21]1[cH:22][cH:23][n:24][cH:25]1)([n:26]1[cH:27][cH:28][n:29][cH:30]1)=[O:31].[NH2:1][c:2]1[cH:3][c:4]([O:12][CH2:13][c:14]2[cH:15][cH:16][cH:17][cH:18][cH:19]2)[c:5]([C:6](=[O:7])[OH:8])[cH:9][c:10]1[Cl:11].[NH2:32][CH:33]1[CH2:34][N:35]2[CH2:36][CH2:37][CH:38]1[CH2:39][CH2:40]2.[O:41]1[CH2:42][CH2:43][CH2:44][CH2:45]1>>[NH2:1][c:2]1[cH:3][c:4]([O:12][CH2:13][c:14]2[cH:15][cH:16][cH:17][cH:18][cH:19]2)[c:5]([C:6](=[O:8])[NH:32][CH:33]2[CH2:34][N:35]3[CH2:36][CH2:37][CH:38]2[CH2:39][CH2:40]3)[cH:9][c:10]1[Cl:11]. Starting materials: [Al+3], C1CCOC1, [H-], [H-], [H-], [H-], [Li+], Nc1ccc2c(c1)CCC(=O)N2CCN1CCOCC1. Product: Nc1ccc2c(c1)CCCN2CCN1CCOCC1. Reaction SMILES: [Al+3:22].[CH2:27]1[O:28][CH2:29][CH2:30][CH2:31]1.[H-:21].[H-:24].[H-:25].[H-:26].[Li+:23].[NH2:1][c:2]1[cH:3][c:4]2[c:9]([cH:10][cH:11]1)[N:8]([CH2:12][CH2:13][N:14]1[CH2:15][CH2:16][O:17][CH2:18][CH2:19]1)[C:7](=[O:20])[CH2:6][CH2:5]2>>[NH2:1][c:2]1[cH:3][c:4]2[c:9]([cH:10][cH:11]1)[N:8]([CH2:12][CH2:13][N:14]1[CH2:15][CH2:16][O:17][CH2:18][CH2:19]1)[CH2:7][CH2:6][CH2:5]2. The reactants are C1[C@@H]([C@H](O[C@H]1N2C=NC3=C2N=CN=C3N)COP(=O)(O)OP(=O)(O)OP(=O)(O)O)O (DATP), P(O)(=O)(OP(=O)(O)OP(=O)(O)O)OC[C@@H]1[C@H](C[C@@H](O1)N1C(=O)N=C(N)C=C1)O (dCTP), P(O)(=O)(OP(=O)(O)OP(=O)(O)O)OC[C@@H]1[C@H](C[C@@H](O1)N1C=NC=2C(=O)NC(N)=NC12)O (dGTP). The product is C1=CN(C(=O)NC1=O)[C@H]2C[C@@H]([C@H](O2)COP(=O)(O)OP(=O)(O)OP(=O)(O)O)O (dUTP). As a reaction SMILES: C1[C@H](N2C3N=CN=C(N)C=3N=C2)[O:4][C@H](COP(OP(OP(O)(O)=O)(O)=O)(O)=O)[C@H]1O.P(OC[C@H]1O[C@@H](N2C=CC(N)=NC2=O)C[C@@H]1O)(OP(OP(O)(O)=O)(O)=O)(=O)O.[P:59]([O:71][CH2:72][C@H:73]1[O:77][C@@H:76]([N:78]2[C:88]3N=C(N)N[C:82](=[O:83])[C:81]=3[N:80]=[CH:79]2)[CH2:75][C@@H:74]1[OH:89])([O:62][P:63]([O:66][P:67]([OH:70])([OH:69])=[O:68])([OH:65])=[O:64])(=[O:61])[OH:60]>>[CH:81]1[C:82](=[O:83])[NH:80][C:79](=[O:4])[N:78]([C@@H:76]2[O:77][C@H:73]([CH2:72][O:71][P:59]([O:62][P:63]([O:66][P:67]([OH:69])([OH:70])=[O:68])([OH:65])=[O:64])([OH:60])=[O:61])[C@@H:74]([OH:89])[CH2:75]2)[CH:88]=1. Reported procedure: 200 μM each DATP, dCTP, and dGTP The reactants are CN(C(C)=O)CC1=CC=C(C=C1)F (N-methyl-N-(4-fluorobenzyl)acetamide), CCCCCCC (heptane), C1CCOC1 (THF), P12(=S)SP3(=S)SP(=S)(S1)SP(=S)(S2)S3 (phosphorus pentasulfide). Run in C(Cl)Cl (methylene chloride). Product: CN(C(C)=S)CC1=CC=C(C=C1)F (N-methyl-N-(4-fluorobenzyl)thioacetamide). Isolated yield 91.3%. Reaction SMILES: [CH3:1][N:2]([CH2:6][C:7]1[CH:12]=[CH:11][C:10]([F:13])=[CH:9][CH:8]=1)[C:3](=O)[CH3:4].C1COCC1.P12(SP3(SP(SP(S3)(S1)=S)(=S)S2)=S)=[S:20].CCCCCCC>C(Cl)Cl>[CH3:1][N:2]([CH2:6][C:7]1[CH:12]=[CH:11][C:10]([F:13])=[CH:9][CH:8]=1)[C:3](=[S:20])[CH3:4]. Procedure details: Combine N-methyl-N-(4-fluorobenzyl)acetamide (364.8 g, 2.01 mol) and THF (9 L). Stir to dissolve and then add phosphorus pentasulfide (537.7 g, 1.21 mol). After 45 min heat to reflux for 3 h, then cool and stir overnight to give a solid. Collect the solid by filtration and rinse the cake with THF (4 L), evaporate the filtrate in vacuo to give a residue, dissolve the residue in methylene chloride (about 500 mL), and passed over a cake of silica gel 60 (1.2 kg) preconditioned with heptane. Elute w... The reactants are CN(C)C=O, COc1cc(Cn2c3ccccc3c3c(OCCC(C)C(=O)O)cccc32)ccc1OCc1nc(-c2ccccc2)oc1C, O=C(Cl)C(=O)Cl, ClCCCl. Yields the product COc1cc(Cn2c3ccccc3c3c(OCCC(C)C(=O)Cl)cccc32)ccc1OCc1nc(-c2ccccc2)oc1C. Reaction SMILES: [CH3:51][N:52]([CH3:53])[CH:54]=[O:55].[CH3:7][O:8][c:9]1[cH:10][c:11]([CH2:12][n:13]2[c:14]3[cH:15][cH:16][cH:17][cH:18][c:19]3[c:20]3[c:21]([O:26][CH2:27][CH2:28][CH:29]([C:30](=[O:31])[OH:32])[CH3:33])[cH:22][cH:23][cH:24][c:25]23)[cH:34][cH:35][c:36]1[O:37][CH2:38][c:39]1[n:40][c:41](-[c:45]2[cH:46][cH:47][cH:48][cH:49][cH:50]2)[o:42][c:43]1[CH3:44].[Cl:1][C:2]([C:3]([Cl:4])=[O:5])=[O:6].[Cl:56][CH2:57][CH2:58][Cl:59]>>[Cl:1][C:30]([CH:29]([CH2:28][CH2:27][O:26][c:21]1[c:20]2[c:19]3[c:14]([n:13]([CH2:12][c:11]4[cH:10][c:9]([O:8][CH3:7])[c:36]([O:37][CH2:38][c:39]5[n:40][c:41](-[c:45]6[cH:46][cH:47][cH:48][cH:49][cH:50]6)[o:42][c:43]5[CH3:44])[cH:35][cH:34]4)[c:25]2[cH:24][cH:23][cH:22]1)[cH:15][cH:16][cH:17][cH:18]3)[CH3:33])=[O:31]. Reactants: O=C1[C@@H](C[C@H](N1)C(=O)OC(C)(C)C)CCCC1=CC=CC=C1 (tert-butyl (2S,4R)-5-oxo-4-(3-phenylpropyl)-2-pyrrolidinecarboxylate), COC=1C=CC(=CC1)P2(=S)SP(=S)(S2)C=3C=CC(=CC3)OC (Lawesson's reagent). Run in C1=CC=CC=C1 (benzene). Product: C1(=CC=CC=C1)CCCC1C[C@H](NC1=S)C(=O)OC(C)(C)C (tert-butyl (2S,4RS)-4-(3-phenylpropyl)-5-thioxo-2-pyrrolidinecarboxylate). Yield: 179.8%. As a reaction SMILES: O=[C:2]1[NH:6][C@H:5]([C:7]([O:9][C:10]([CH3:13])([CH3:12])[CH3:11])=[O:8])[CH2:4][C@H:3]1[CH2:14][CH2:15][CH2:16][C:17]1[CH:22]=[CH:21][CH:20]=[CH:19][CH:18]=1.COC1C=CC(P2(SP(C3C=CC(OC)=CC=3)(=S)S2)=[S:32])=CC=1>C1C=CC=CC=1>[C:17]1([CH2:16][CH2:15][CH2:14][CH:3]2[C:2](=[S:32])[NH:6][C@H:5]([C:7]([O:9][C:10]([CH3:13])([CH3:12])[CH3:11])=[O:8])[CH2:4]2)[CH:22]=[CH:21][CH:20]=[CH:19][CH:18]=1. Procedure: A mixture of pyroglutamate 8c (245.4 mg, 0.809 mmol) and Lawesson's reagent (164 mg, 0.404 mmol) in 6 mL benzene was stirred at reflux for 17 h, then concentrated. The crude product was purified by flash chromatography (0.5 to 1 to 1.5 to 2% MeOH/CHCl3) to afford 232 mg (90%) of the thiolactam 8d as a 2:1 mixture of diastereomers. Starting materials: C(C)(C)N1CCC(CC1)OC1=CC=2C=C3N(C2C=C1)[C@@H](CNC3=O)C ((R)-8-(1-Isopropyl-piperidin-4-yloxy)-4-methyl-3,4-dihydro-2H-pyrazino[1,2-a]indol-1-one), [H-].[Na+] (sodium hydride), BrCC1=NOC(=C1)C (3-(bromomethyl)-5-methylisoxazole). The product is C(C)(C)N1CCC(CC1)OC1=CC=2C=C3N(C2C=C1)[C@@H](CN(C3=O)CC3=NOC(=C3)C)C ((R)-8-(1-Isopropyl-piperidin-4-yloxy)-4-methyl-2-(5-methyl-isoxazol-3-ylmethyl)-3,4-dihydro-2H-pyrazino[1,2-a]indol-1-one). Isolated yield 76.0%. Reaction SMILES: [CH:1]([N:4]1[CH2:9][CH2:8][CH:7]([O:10][C:11]2[CH:19]=[CH:18][C:17]3[N:16]4[C@H:20]([CH3:25])[CH2:21][NH:22][C:23](=[O:24])[C:15]4=[CH:14][C:13]=3[CH:12]=2)[CH2:6][CH2:5]1)([CH3:3])[CH3:2].[H-].[Na+].Br[CH2:29][C:30]1[CH:34]=[C:33]([CH3:35])[O:32][N:31]=1>>[CH:1]([N:4]1[CH2:9][CH2:8][CH:7]([O:10][C:11]2[CH:19]=[CH:18][C:17]3[N:16]4[C@H:20]([CH3:25])[CH2:21][N:22]([CH2:29][C:30]5[CH:34]=[C:33]([CH3:35])[O:32][N:31]=5)[C:23](=[O:24])[C:15]4=[CH:14][C:13]=3[CH:12]=2)[CH2:6][CH2:5]1)([CH3:3])[CH3:2] |f:1.2|. Reported procedure: The title compound was synthesized in analogy to example 17, from (R)-8-(1-isopropyl-piperidin-4-yloxy)-4-methyl-3,4-dihydro-2H-pyrazino[1,2-a]indol-1-one (example 8), sodium hydride and 3-(bromomethyl)-5-methylisoxazole, to give the desired product as a yellow oil (76%).